Dataset: the Open Reaction Database (ORD), a public repository of structured organic reaction records. Task: describe an organic reaction: reactants, conditions, products, and yield The product is CC(C(=O)N1C(OC([C@H]1C1=CC=CC=C1)(C)C)=O)(C)C ((R)-3-(2',2'-Dimethyl-1'-oxopropyl)-4-phenyl-5,5-dimethyloxazolidin-2-one). Run in O1CCCC1 (tetrahydrofuran). Reaction conditions: time 3 hour. The reactants are C1(=CC=CC=C1)[C@H]1NC(OC1(C)C)=O ((R)-4-Phenyl-5,5-dimethyloxazolidin-2-one), C(CCC)[Li] (butyllithium), C(C(C)(C)C)(=O)Cl (pivaloyl chloride), C(C)(=O)OCC (ethyl acetate). Reported procedure: Reaction of the auxiliary (15) (0.155 g, 0.81 mmol) in solution in tetrahydrofuran at -78° C. with butyllithium (1.0M, 0.819 ml, 0.821 mmol) and pivaloyl chloride (0.110 ml, 0.89 mmol) for 30 minutes and then at room temperature for 3 hours with work-up and flash column chromatography using 20% ethyl acetate/40-60 petroleum ether as eluant furnished the title compound (22) as an oil (0.128 g, 57%); νmax (CHCl3) 1687 and 1775 cm-3 ; [α]D25 (c 0.4 in CHCl3)=-60.3; (Found: C, 69.94; H, 7.84; N, 4.9... Reaction SMILES: [C:1]1([C@@H:7]2[C:11]([CH3:13])([CH3:12])[O:10][C:9](=[O:14])[NH:8]2)[CH:6]=[CH:5][CH:4]=[CH:3][CH:2]=1.C([Li])CCC.[C:20](Cl)(=[O:25])[C:21]([CH3:24])([CH3:23])[CH3:22].C(OCC)(=O)C>O1CCCC1>[CH3:22][C:21]([CH3:24])([CH3:23])[C:20]([N:8]1[C@H:7]([C:1]2[CH:2]=[CH:3][CH:4]=[CH:5][CH:6]=2)[C:11]([CH3:12])([CH3:13])[O:10][C:9]1=[O:14])=[O:25]. Yield: 57.4%. The reactants are COc1cc2nc[nH]c(=O)c2cc1OCCCCl, CN(C)C=O, O=S(Cl)Cl. The product is COc1cc2ncnc(Cl)c2cc1OCCCCl. RXN SMILES: [Cl:1][CH2:2][CH2:3][CH2:4][O:5][c:6]1[cH:7][c:8]2[c:9](=[O:18])[nH:10][cH:11][n:12][c:13]2[cH:14][c:15]1[O:16][CH3:17].[O:23]=[CH:24][N:25]([CH3:26])[CH3:27].[S:19]([Cl:20])([Cl:21])=[O:22]>>[Cl:1][CH2:2][CH2:3][CH2:4][O:5][c:6]1[cH:7][c:8]2[c:9]([Cl:21])[n:10][cH:11][n:12][c:13]2[cH:14][c:15]1[O:16][CH3:17]. Reactants: ClCCl, C[Al](C)C, COC(=O)Nc1nc(C)cc(OC)n1, NS(=O)(=O)c1ccccc1-n1cccn1. Yields the product COc1cc(C)nc(NC(=O)NS(=O)(=O)c2ccccc2-n2cccn2)n1. RXN SMILES: [CH2:34]([Cl:35])[Cl:36].[CH3:16][Al:17]([CH3:18])[CH3:19].[CH3:20][O:21][c:22]1[n:23][c:24]([NH:29][C:30]([O:31][CH3:33])=[O:32])[n:25][c:26]([CH3:28])[cH:27]1.[n:1]1(-[c:6]2[c:7]([S:12](=[O:13])(=[O:14])[NH2:15])[cH:8][cH:9][cH:10][cH:11]2)[n:2][cH:3][cH:4][cH:5]1>>[n:1]1(-[c:6]2[c:7]([S:12](=[O:13])(=[O:14])[NH:15][C:30]([NH:29][c:24]3[n:23][c:22]([O:21][CH3:20])[cH:27][c:26]([CH3:28])[n:25]3)=[O:31])[cH:8][cH:9][cH:10][cH:11]2)[n:2][cH:3][cH:4][cH:5]1.